From a dataset of the Open Reaction Database (ORD), a public repository of structured organic reaction records. describe an organic reaction: reactants, conditions, products, and yield The reactants are [OH-].[Na+] (NaOH), N1(C=NC=C1)C1C(C(NC2=CC=CC=C12)=O)(C)C (4-imidazol-1-yl-3,3-dimethyl-3,4-dihydro-1H-quinolin-2-one), B.C1CCOC1 (BH3-THF), Cl (HCl), [H][H] (hydrogen). Solvent: C1CCOC1 (THF). Reaction conditions: time 1 hour. Yields the product N1(C=NC=C1)C1C(CNC2=CC=CC=C12)(C)C (4-Imidazol-1-yl-3,3-dimethyl-1,2,3,4-tetrahydro-quinoline). As a reaction SMILES: [N:1]1([CH:6]2[C:15]3[C:10](=[CH:11][CH:12]=[CH:13][CH:14]=3)[NH:9][C:8](=O)[C:7]2([CH3:18])[CH3:17])[CH:5]=[CH:4][N:3]=[CH:2]1.B.C1COCC1.Cl.[H][H].[OH-].[Na+]>C1COCC1>[N:1]1([CH:6]2[C:15]3[C:10](=[CH:11][CH:12]=[CH:13][CH:14]=3)[NH:9][CH2:8][C:7]2([CH3:18])[CH3:17])[CH:5]=[CH:4][N:3]=[CH:2]1 |f:1.2,5.6|. Procedure details: To a solution of 4-imidazol-1-yl-3,3-dimethyl-3,4-dihydro-1H-quinolin-2-one (80 mg, 0.332 mmol) in THF (3 mL) at room temperature is added BH3-THF (3.3 mL, 1.0 M solution) and the mixture is stirred at room temperature for 1 h. To the reaction mixture is added 6N HCl until no hydrogen gas evolves from the solution. The reaction mixture is stirred for 2 h at room temperature and is added aqueous 10% NaOH to adjust PH=12 and then the mixture is extracted into CH2Cl2 and washed by brine; dried with... Starting materials: COC(C[C@@H]1COC2=C1C=CC(=C2)O[C@@H]2CCC1=C(C=CC(=C21)F)O)=O ({(S)-6-[(R)-7-fluoro-4-hydroxy-indan-1-yloxy]-2,3-dihydro-benzofuran-3-yl}-acetic acid methyl ester), C(#N)C=1C=CC(=C(C1)B(O)O)F (5-cyano-2-fluoro-phenylboronic acid), Intermediate 6. Product: COC(C[C@@H]1COC2=C1C=CC(=C2)O[C@@H]2CCC1=C(C=CC(=C21)F)OC2=C(C=CC(=C2)C#N)F)=O ({(S)-6-[(R)-4-(5-Cyano-2-fluoro-phenoxy)-7-fluoro-indan-1-yloxy]-2,3-dihydro-benzofuran-3-yl}-acetic acid methyl ester). As a reaction SMILES: [CH3:1][O:2][C:3](=[O:26])[CH2:4][C@H:5]1[C:9]2[CH:10]=[CH:11][C:12]([O:14][C@H:15]3[C:23]4[C:18](=[C:19]([OH:25])[CH:20]=[CH:21][C:22]=4[F:24])[CH2:17][CH2:16]3)=[CH:13][C:8]=2[O:7][CH2:6]1.[C:27]([C:29]1[CH:30]=[CH:31][C:32]([F:38])=[C:33](B(O)O)[CH:34]=1)#[N:28]>>[CH3:1][O:2][C:3](=[O:26])[CH2:4][C@H:5]1[C:9]2[CH:10]=[CH:11][C:12]([O:14][C@H:15]3[C:23]4[C:18](=[C:19]([O:25][C:31]5[CH:30]=[C:29]([C:27]#[N:28])[CH:34]=[CH:33][C:32]=5[F:38])[CH:20]=[CH:21][C:22]=4[F:24])[CH2:17][CH2:16]3)=[CH:13][C:8]=2[O:7][CH2:6]1. Procedure details: The title compound is prepared from {(S)-6-[(R)-7-fluoro-4-hydroxy-indan-1-yloxy]-2,3-dihydro-benzofuran-3-yl}-acetic acid methyl ester and 5-cyano-2-fluoro-phenylboronic acid following a procedure analogous to that described for Intermediate 6. LC (method 10): tR=0.84 min; Mass spectrum (ESI+): m/z=478 [M+H]+.